From a dataset of the Open Reaction Database (ORD), a public repository of structured organic reaction records. describe an organic reaction: reactants, conditions, products, and yield Starting materials: CC(=O)[O-], CC(=O)[O-], COC1CCN(C(=O)c2cc3cc(C(=O)N4CCN(C(C)C)CC4)ccc3[nH]2)CC1, OB(O)c1ccnc(Cl)c1, ClCCl, [Cu+2], c1ccncc1. Yields the product COC1CCN(C(=O)c2cc3cc(C(=O)N4CCN(C(C)C)CC4)ccc3n2-c2ccnc(Cl)c2)CC1. Reaction SMILES: [C:50]([O-:51])(=[O:52])[CH3:53].[C:55]([O-:56])(=[O:57])[CH3:58].[CH:1]([CH3:2])([CH3:3])[N:4]1[CH2:5][CH2:6][N:7]([C:10](=[O:11])[c:12]2[cH:13][c:14]3[cH:15][c:16]([C:21](=[O:22])[N:23]4[CH2:24][CH2:25][CH:26]([O:29][CH3:30])[CH2:27][CH2:28]4)[nH:17][c:18]3[cH:19][cH:20]2)[CH2:8][CH2:9]1.[Cl:31][c:32]1[n:33][cH:34][cH:35][c:36]([B:38]([OH:39])[OH:40])[cH:37]1.[Cl:47][CH2:48][Cl:49].[Cu+2:54].[cH:41]1[cH:42][cH:43][n:44][cH:45][cH:46]1>>[CH:1]([CH3:2])([CH3:3])[N:4]1[CH2:5][CH2:6][N:7]([C:10](=[O:11])[c:12]2[cH:13][c:14]3[cH:15][c:16]([C:21](=[O:22])[N:23]4[CH2:24][CH2:25][CH:26]([O:29][CH3:30])[CH2:27][CH2:28]4)[n:17](-[c:36]4[cH:35][cH:34][n:33][c:32]([Cl:31])[cH:37]4)[c:18]3[cH:19][cH:20]2)[CH2:8][CH2:9]1. Starting materials: FC(C(N)=N)(F)F (2,2,2-Trifluoroethanimidamide), COC(CC(CC(=O)OC)=O)=O (3-oxo-pentanedioic acid dimethyl ester), Cl (HCl), C(C)(=O)OCC (ethyl acetate). The solvent is C[O-].[Na+] (sodium methoxide), CO (methanol), C(Cl)Cl (DCM). Reaction conditions: time 72 hour. The product is OC1=CC(=NC(=N1)C(F)(F)F)CC(=O)OC (Methyl [6-hydroxy-2-(trifluoromethyl)pyrimidin-4-yl]acetate). As a reaction SMILES: [F:1][C:2]([F:7])([F:6])[C:3](=[NH:5])[NH2:4].[CH3:8][O:9][C:10](=[O:19])[CH2:11][C:12](=O)[CH2:13][C:14](OC)=[O:15].Cl.C(OCC)(=O)C>C[O-].[Na+].CO.C(Cl)Cl>[OH:15][C:14]1[N:4]=[C:3]([C:2]([F:7])([F:6])[F:1])[N:5]=[C:12]([CH2:11][C:10]([O:9][CH3:8])=[O:19])[CH:13]=1 |f:4.5|. Procedure: 2,2,2-Trifluoroethanimidamide (6.7 g, 50. mmol, Oakwood) was dissolved in 0.5 M sodium methoxide in methanol (120 mL, 60. mmol) and 3-oxo-pentanedioic acid dimethyl ester (8.4 mL, 55 mmol, Aldrich) was added. The reaction solution was stirred at room temperature for 72 hours, followed by heating to 50° C. for 42 hours. The solvent was removed in vacuo. 1N HCl (50 mL) was added, this resulted in pH 5. After stirring overnight, 4M HCl (10 mL) and ethyl acetate were added, and layers separated. The... Starting materials: [Si](C)(C)(C(C)(C)C)O[C@@H]([C@H](CC1=CC(=CC(=C1)F)F)NC(C1=CC(=CC=C1)C(=O)OC)=O)[C@@H]1N(C[C@@H](C1)OCCC)C(=O)OC(C)(C)C ((2R,4R)-tert-butyl 2-((1S,2S)-1-(tert-butyldimethylsilyloxy)-3-(3,5-difluorophenyl)-2-(3-(methoxycarbonyl)benzamido)propyl)-4-propoxypyrrolidine-1-carboxylate), FC=1C=C(C=C(C1)F)C[C@@H]([C@@H]([C@@H]1NC[C@@H](C1)OCCC)O)NC(C1=CC(C(=O)N(CCC)CCC)=CC(=C1)C=1OC=CN1)=O (N1-((1R,2S)-3-(3,5-difluorophenyl)-1-hydroxy-1-((2R,4R)-4-propoxypyrrolidin-2-yl)propan-2-yl)-5-(oxazol-2-yl)-N3,N3-dipropylisophthalamide), [Si](C)(C)(C(C)(C)C)O[C@@H]([C@H](CC1=CC(=CC(=C1)F)F)NC(C1=CC(=CC(=C1)C=1OC=CN1)C(=O)N1[C@H](CCC1)COC)=O)[C@@H]1N(C[C@@H](C1)OCCC)C(=O)OC(C)(C)C ((2R,4R)-tert-butyl 2-((1S,2S)-1-(tert-butyldimethylsilyloxy)-3-(3,5-difluorophenyl)-2-(3-((R)-2-(methoxymethyl)pyrrolidine-1-carbonyl)-5-(oxazol-2-yl)benzamido)propyl)-4-propoxypyrrolidine-1-carboxylate). The reagents and catalysts are O (H2O). The solvent is Cl (HCl). Conditions: time 2 hour. Product: FC=1C=C(C=C(C1)F)C[C@@H]([C@@H]([C@@H]1NC[C@@H](C1)OCCC)O)NC(C1=CC(=CC(=C1)C=1OC=CN1)C(=O)N1[C@H](CCC1)COC)=O (N-((1R,2S)-3-(3,5-difluorophenyl)-1-hydroxy-1-((2R,4R)-4-propoxypyrrolidin-2-yl)propan-2-yl)-3-((R)-2-(methoxymethyl)pyrrolidine-1-carbonyl)-5-(oxazol-2-yl)benzamide). Reaction SMILES: [Si](O[C@H]([C@H]1C[C@@H](OCCC)CN1C(OC(C)(C)C)=O)[C@@H](NC(=O)C1C=CC=C(C(OC)=O)C=1)CC1C=C(F)C=C(F)C=1)(C(C)(C)C)(C)C.FC1C=C(C[C@H](NC(=O)C2C=C(C3OC=CN=3)C=C(C(N(CCC)CCC)=O)C=2)[C@H](O)[C@H]2C[C@@H](OCCC)CN2)C=C(F)C=1.[Si]([O:100][C@H:101]([C@H:136]1[CH2:140][C@@H:139]([O:141][CH2:142][CH2:143][CH3:144])[CH2:138][N:137]1C(OC(C)(C)C)=O)[C@@H:102]([NH:112][C:113](=[O:135])[C:114]1[CH:119]=[C:118]([C:120]2[O:121][CH:122]=[CH:123][N:124]=2)[CH:117]=[C:116]([C:125]([N:127]2[CH2:131][CH2:130][CH2:129][C@@H:128]2[CH2:132][O:133][CH3:134])=[O:126])[CH:115]=1)[CH2:103][C:104]1[CH:109]=[C:108]([F:110])[CH:107]=[C:106]([F:111])[CH:105]=1)(C(C)(C)C)(C)C>Cl.O>[F:110][C:108]1[CH:109]=[C:104]([CH2:103][C@H:102]([NH:112][C:113](=[O:135])[C:114]2[CH:119]=[C:118]([C:120]3[O:121][CH:122]=[CH:123][N:124]=3)[CH:117]=[C:116]([C:125]([N:127]3[CH2:131][CH2:130][CH2:129][C@@H:128]3[CH2:132][O:133][CH3:134])=[O:126])[CH:115]=2)[C@H:101]([OH:100])[C@H:136]2[CH2:140][C@@H:139]([O:141][CH2:142][CH2:143][CH3:144])[CH2:138][NH:137]2)[CH:105]=[C:106]([F:111])[CH:107]=1. Procedure: Step 12 (B): Preparation of N1-((1R,2S)-3-(3,5-difluorophenyl)-1-hydroxy-1-((2R,4R)-4-propoxypyrrolidin-2-yl)propan-2-yl)-5-(oxazol-2-yl)-N3,N3-dipropylisophthalamide. The solution of (2R,4R)-tert-butyl 2-((1S,2S)-2-(3-(benzamido)-5-(oxazol-2-yl)benzamido)-1-(tert-butyldimethylsilyloxy)-3-(3,5-difluorophenyl)propyl)-4-propoxypyrrolidine-1-carboxylate (step 12 (A), 110 mg) in HCl (4.0 M solution in dioxane, 2 mL) was added 4 drops of H2O and the mixture was stirred at rt for 2 h. The solvent was ...